This data is from the Open Reaction Database (ORD), a public repository of structured organic reaction records. The task is: describe an organic reaction: reactants, conditions, products, and yield Reactants: N1C(NCC1)=O (imidazolidin-2-one), [H-].[Na+] (sodium hydride), oil, BrCCOCC1=CC=CC=C1 (((2-Bromoethoxy)methyl)benzene). Solvent: CN(C)C=O (DMF), O (water). Product: C(C1=CC=CC=C1)OCCN1C(NCC1)=O (1-(2-(benzyloxy)ethyl)imidazolidin-2-one). As a reaction SMILES: [NH:1]1[CH2:5][CH2:4][NH:3][C:2]1=[O:6].[H-].[Na+].Br[CH2:10][CH2:11][O:12][CH2:13][C:14]1[CH:19]=[CH:18][CH:17]=[CH:16][CH:15]=1>CN(C=O)C.O>[CH2:13]([O:12][CH2:11][CH2:10][N:1]1[CH2:5][CH2:4][NH:3][C:2]1=[O:6])[C:14]1[CH:19]=[CH:18][CH:17]=[CH:16][CH:15]=1 |f:1.2|. Procedure: To a solution of imidazolidin-2-one (500 mg) in DMF (5.0 mL) was added a sodium hydride 60% dispersion in mineral oil (232 mg) under ice-cooling, and the mixture was stirred under ice-cooling for 20 min. ((2-Bromoethoxy)methyl)benzene (0.83 mL) was added to the reaction mixture, and the mixture was stirred overnight at room temperature. The reaction mixture was diluted with water, and the mixture was extracted with ethyl acetate. The extract was washed with saturated brine, and dried over anhydr... As a reaction SMILES: [CH2:1]([CH2:2][CH2:3][CH2:4][CH2:5][CH2:6][CH2:7][CH2:8][CH2:9][CH2:10][CH2:11][CH2:12][CH2:13][CH2:14][CH2:15][CH2:16][CH2:17][CH3:18])[c:19]1[cH:20][cH:21][c:22]([S:25](=[O:26])(=[O:27])[Cl:28])[cH:23][cH:24]1.[ClH:35].[cH:36]1[cH:37][cH:38][n:39][cH:40][cH:41]1.[s:29]1[c:30]([NH2:34])[n:31][n:32][cH:33]1>>[CH2:1]([CH2:2][CH2:3][CH2:4][CH2:5][CH2:6][CH2:7][CH2:8][CH2:9][CH2:10][CH2:11][CH2:12][CH2:13][CH2:14][CH2:15][CH2:16][CH2:17][CH3:18])[c:19]1[cH:20][cH:21][c:22]([S:25](=[O:26])(=[O:27])[NH:34][c:30]2[s:29][cH:33][n:32][n:31]2)[cH:23][cH:24]1. Reactants: CCCCCCCCCCCCCCCCCCc1ccc(S(=O)(=O)Cl)cc1, Cl, c1ccncc1, Nc1nncs1. Yields the product CCCCCCCCCCCCCCCCCCc1ccc(S(=O)(=O)Nc2nncs2)cc1. The reactants are [Si](C1=CC=CC=C1)(C1=CC=CC=C1)(C(C)(C)C)O[C@@H]1C/C(/C[C@@H](C1=C)F)=C\C(=O)OC (methyl (2E)-((3R,5S)-3-{[tert-butyl(diphenyl)silyl]oxy}-5-fluoro-4-methylenecyclohexylidene)acetate), [H-].C(C(C)C)[Al+]CC(C)C (Diisobutylaluminum hydride). Solvent: ClCCl.C1(=CC=CC=C1)C (dichloromethane toluene). Conditions: temperature -78 celsius, time 30 minute. Product: [Si](C1=CC=CC=C1)(C1=CC=CC=C1)(C(C)(C)C)O[C@@H]1C/C(/C[C@@H](C1=C)F)=C\CO ((2E)-2-((3R,5S)-3-{[tert-butyl(diphenyl)silyl]oxy}-5-fluoro-4-methylenecyclohexylidene)ethanol). The yield is 90.1%. As a reaction SMILES: [Si:1]([O:18][C@H:19]1[C:24](=[CH2:25])[C@@H:23]([F:26])[CH2:22]/[C:21](=[CH:27]/[C:28](OC)=[O:29])/[CH2:20]1)([C:14]([CH3:17])([CH3:16])[CH3:15])([C:8]1[CH:13]=[CH:12][CH:11]=[CH:10][CH:9]=1)[C:2]1[CH:7]=[CH:6][CH:5]=[CH:4][CH:3]=1.[H-].C([Al+]CC(C)C)C(C)C>ClCCl.C1(C)C=CC=CC=1>[Si:1]([O:18][C@H:19]1[C:24](=[CH2:25])[C@@H:23]([F:26])[CH2:22]/[C:21](=[CH:27]/[CH2:28][OH:29])/[CH2:20]1)([C:14]([CH3:17])([CH3:16])[CH3:15])([C:8]1[CH:13]=[CH:12][CH:11]=[CH:10][CH:9]=1)[C:2]1[CH:3]=[CH:4][CH:5]=[CH:6][CH:7]=1 |f:1.2,3.4|. Procedure details: The compound of Example 18B (130 mg, 0.3 mmol) was dissolved in 1 mL of 1:1 dichloromethane/toluene and cooled to −78° C. Diisobutylaluminum hydride (1 M in hexanes, 0.7 mL, 2.5 equivalents) was added, and the mixture was stirred for 30 minutes. Reaction was quenched by the addition of methanol, followed by saturated aqueous NH4Cl; the mixture was warmed to ambient temperature and extracted with ethyl acetate. The organics were washed with brine and dried over Na2SO4. The solvents were removed i... Isolated yield 62.3%. Procedure details: Combine a solution of (R)-4-((R)-4-Benzyl-2-oxo-oxazolidin-3-yl)-3-(4-benzyloxy-2,6-dimethyl-benzyl)-4-oxo-butyraldehyde (3.0 g, 6.2 mmol) and racemic 4,5,6,7-Tetrahydro-2H-indazol-5-ylamine (0.85 g, 6.2 mmol) in Dichloroethane (50 mL) and Acetonitrile (50 mL). Treat the solution with sodium triacetoxyborohydride (6.6 g, 31 mmol) and stir 1 hr at room temperature. Treat the reaction with N,N-Diisopropylethylamine (5.6 mL, 31 mmol) and stir overnight at room temperature. Concentrate the reaction ... Conditions: time 1 hour. The reactants are C(C1=CC=CC=C1)[C@H]1N(C(OC1)=O)C([C@@H](CC=O)CC1=C(C=C(C=C1C)OCC1=CC=CC=C1)C)=O ((R)-4-((R)-4-Benzyl-2-oxo-oxazolidin-3-yl)-3-(4-benzyloxy-2,6-dimethyl-benzyl)-4-oxo-butyraldehyde), C(C)(C)N(C(C)C)CC (N,N-Diisopropylethylamine), N=1NC=C2CC(CCC12)N (racemic 4,5,6,7-Tetrahydro-2H-indazol-5-ylamine), C(C)(=O)O[BH-](OC(C)=O)OC(C)=O.[Na+] (sodium triacetoxyborohydride). Solvent: ClC(C)Cl (Dichloroethane), C(C)#N (Acetonitrile). Yields the product C(C1=CC=CC=C1)OC1=CC(=C(C[C@H]2C(N(CC2)C2CC3=CNN=C3CC2)=O)C(=C1)C)C ((R)-3-(4-Benzyloxy-2,6-dimethyl-benzyl)-1-(4,5,6,7-tetrahydro-2H-indazol-5-yl)-pyrrolidin-2-one). Reaction SMILES: [CH2:1]([C@@H:8]1[CH2:12]O[C:10](=O)[N:9]1[C:14](=[O:36])[C@H:15]([CH2:19][C:20]1[C:25]([CH3:26])=[CH:24][C:23]([O:27][CH2:28][C:29]2[CH:34]=[CH:33][CH:32]=[CH:31][CH:30]=2)=[CH:22][C:21]=1[CH3:35])[CH2:16]C=O)[C:2]1[CH:7]=[CH:6]C=C[CH:3]=1.[N:37]1[NH:38]C=C2C=1CCC(N)C2.C(O[BH-](OC(=O)C)OC(=O)C)(=O)C.[Na+].C(N(CC)C(C)C)(C)C>ClC(Cl)C.C(#N)C>[CH2:28]([O:27][C:23]1[CH:22]=[C:21]([CH3:35])[C:20]([CH2:19][C@@H:15]2[CH2:16][CH2:10][N:9]([CH:8]3[CH2:12][CH2:6][C:7]4[C:2](=[CH:3][NH:37][N:38]=4)[CH2:1]3)[C:14]2=[O:36])=[C:25]([CH3:26])[CH:24]=1)[C:29]1[CH:34]=[CH:33][CH:32]=[CH:31][CH:30]=1 |f:2.3|. Starting materials: [K] (potassium), C1(=CC=CC=C1)C (toluene), BrC=1C=CC(=C(C1)C(=O)C1CC1)F ((5-bromo-2-fluoro-phenyl)-cyclopropyl-methanone), C1(=CC=CC=C1)C (toluene). Reagents/catalysts: [Br-].C[P+](C1=CC=CC=C1)(C1=CC=CC=C1)C1=CC=CC=C1 (methyltriphenylphosphonium bromide). Conditions: temperature 0 celsius, time 30 minute. Product: BrC1=CC(=C(C=C1)F)C(=C)C1CC1 (4-bromo-2-(1-cyclopropyl-vinyl)-1-fluoro-benzene). Reaction SMILES: [K].[Br:2][C:3]1[CH:4]=[CH:5][C:6]([F:14])=[C:7]([C:9]([CH:11]2[CH2:13][CH2:12]2)=O)[CH:8]=1.[C:15]1(C)C=CC=CC=1>[Br-].C[P+](C1C=CC=CC=1)(C1C=CC=CC=1)C1C=CC=CC=1>[Br:2][C:3]1[CH:4]=[CH:5][C:6]([F:14])=[C:7]([C:9]([CH:11]2[CH2:13][CH2:12]2)=[CH2:15])[CH:8]=1 |f:3.4,^1:0|. Reported procedure: A suspension of methyltriphenylphosphonium bromide (7.142 g, 20 mmol) in toluene (50 ml) was treated with potassium amylate (1.7 M in toluene, 11.76 ml, 20 mmol), and the mixture was stirred at 0° C. for 30 minutes. A solution of (5-bromo-2-fluoro-phenyl)-cyclopropyl-methanone (4.05 g, 17 mmol) in toluene (17 ml) was added and the mixture stirred at room temperature for 2 hours. For the workup, the mixture was extracted with water and ethyl acetate, the organic layer separated, dried and evapora... Product: C=CCC1(C)CC(c2cccc(Cl)c2)C(c2ccc(Cl)cc2)N(C(CC)CN2CCN(S(=O)(=O)C3CC3)CC2)C1=O. The reactants are C=CCC1(C)CC(c2cccc(Cl)c2)C(c2ccc(Cl)cc2)N(C(CC)CN2CCNCC2)C1=O, O=S(=O)(Cl)C1CC1, CCN(C(C)C)C(C)C, O. Reaction SMILES: [CH2:1]([CH:2]=[CH2:3])[C:4]1([CH3:35])[C:5](=[O:34])[N:6]([CH:24]([CH2:25][N:26]2[CH2:27][CH2:28][NH:29][CH2:30][CH2:31]2)[CH2:32][CH3:33])[CH:7]([c:17]2[cH:18][cH:19][c:20]([Cl:23])[cH:21][cH:22]2)[CH:8]([c:10]2[cH:11][c:12]([Cl:16])[cH:13][cH:14][cH:15]2)[CH2:9]1.[CH:36]1([S:39](=[O:40])(=[O:41])[Cl:42])[CH2:37][CH2:38]1.[CH:43]([N:44]([CH:45]([CH3:46])[CH3:47])[CH2:48][CH3:49])([CH3:50])[CH3:51].[OH2:52]>>[CH2:1]([CH:2]=[CH2:3])[C:4]1([CH3:35])[C:5](=[O:34])[N:6]([CH:24]([CH2:25][N:26]2[CH2:27][CH2:28][N:29]([S:39]([CH:36]3[CH2:37][CH2:38]3)(=[O:40])=[O:41])[CH2:30][CH2:31]2)[CH2:32][CH3:33])[CH:7]([c:17]2[cH:18][cH:19][c:20]([Cl:23])[cH:21][cH:22]2)[CH:8]([c:10]2[cH:11][c:12]([Cl:16])[cH:13][cH:14][cH:15]2)[CH2:9]1. Reactants: CO, CCOCC, [K+], [OH-], OCCO, O=C1C(O)=C(c2ccccc2)C(c2cccc(F)c2F)N1c1ccc2nc[nH]c2c1. Product: COC1=C(c2ccccc2)C(c2cccc(F)c2F)N(c2ccc3nc[nH]c3c2)C1=O. Reaction SMILES: [CH3:42][OH:43].[CH3:7][CH2:8][O:9][CH2:10][CH3:11].[K+:2].[OH-:1].[OH:3][CH2:4][CH2:5][OH:6].[nH:12]1[cH:13][n:14][c:15]2[c:16]1[cH:17][c:18]([N:21]1[C:22](=[O:41])[C:23]([OH:40])=[C:24]([c:34]3[cH:35][cH:36][cH:37][cH:38][cH:39]3)[CH:25]1[c:26]1[c:27]([F:33])[c:28]([F:32])[cH:29][cH:30][cH:31]1)[cH:19][cH:20]2>>[CH3:4][O:40][C:23]1=[C:24]([c:34]2[cH:35][cH:36][cH:37][cH:38][cH:39]2)[CH:25]([c:26]2[c:27]([F:33])[c:28]([F:32])[cH:29][cH:30][cH:31]2)[N:21]([c:18]2[cH:17][c:16]3[nH:12][cH:13][n:14][c:15]3[cH:20][cH:19]2)[C:22]1=[O:41]. The reactants are C(C)(C)(C)C1=CC=C(C=C1)C=C(CN1CCCCC1)C (1-[3-(p-tert.butyl-phenyl)-2-methyl-2-propenyl]-piperidine), Cl (hydrochloric acid). The reagents and catalysts are [Pd] (palladium/carbon). The solvent is alcohol. Yields the product C(C)(C)(C)C1=CC=C(C=C1)CC(CN1CCCCC1)C (1-[3-(p-tert.butyl-phenyl)-2-methyl-propyl]-piperidine). As a reaction SMILES: [C:1]([C:5]1[CH:10]=[CH:9][C:8]([CH:11]=[C:12]([CH3:20])[CH2:13][N:14]2[CH2:19][CH2:18][CH2:17][CH2:16][CH2:15]2)=[CH:7][CH:6]=1)([CH3:4])([CH3:3])[CH3:2].Cl>[Pd]>[C:1]([C:5]1[CH:10]=[CH:9][C:8]([CH2:11][CH:12]([CH3:20])[CH2:13][N:14]2[CH2:15][CH2:16][CH2:17][CH2:18][CH2:19]2)=[CH:7][CH:6]=1)([CH3:4])([CH3:2])[CH3:3]. Procedure: To a solution of 4.5 g of 1-[3-(p-tert.butyl-phenyl)-2-methyl-2-propenyl]-piperidine in 125 ml of alcohol are added 1.7 ml of 32% hydrochloric acid and subsequently 1.5 g of 5% palladium/carbon and the mixture is then hydrogenated. After completion of the hydrogen uptake, the catalyst is filtered, the filtrate is treated with 200 ml of 10% sodium hydroxide and extracted with ether. The combined ether extracts are washed neutral with water, dried and evaporated. By distillation there is obtained ... Reactants: [Al+3], COC(=O)c1cc(Br)ccc1C, CCOC(C)=O, CCOCC, [H-], [H-], [H-], [H-], [Li+], C1CCOC1, O=S(=O)(O)O. Product: Cc1ccc(Br)cc1CO. Reaction SMILES: [Al+3:2].[Br:7][c:8]1[cH:9][cH:10][c:11]([CH3:18])[c:12]([C:13](=[O:14])[O:15][CH3:16])[cH:17]1.[CH3:19][CH2:20][O:21][C:22](=[O:23])[CH3:24].[CH3:30][CH2:31][O:32][CH2:33][CH3:34].[H-:1].[H-:4].[H-:5].[H-:6].[Li+:3].[O:35]1[CH2:36][CH2:37][CH2:38][CH2:39]1.[S:25](=[O:26])(=[O:27])([OH:28])[OH:29]>>[Br:7][c:8]1[cH:9][cH:10][c:11]([CH3:18])[c:12]([CH2:13][OH:14])[cH:17]1. The reactants are CO[C@@H](C=O)[C@H](OC)[C@@H](OC)[C@@H](O)C (2,3,4-tri-O-methyl-L-rhamnose), ON1C(CCC1=O)=O (N-hydroxysuccinimide). Reagents/catalysts: C1(=CC=C(C=C1)S(=O)(=O)O)C (p-toluenesulfonic acid). Solvent: C1=CC=CC=C1 (benzene). Conditions: time 4 hour. Yields the product CO[C@H]1[C@@H](O[C@H]([C@@H]([C@H]1OC)OC)C)ON1C(CCC1=O)=O (1-((2S,3R,4R,5S,6S)-3,4,5-trimethoxy-6-methyl-tetrahydropyran-2-yloxy)-pyrrolidine-2,5-dione). Isolated yield 51.8%. As a reaction SMILES: [CH3:1][O:2][C@H:3]([C@@H:6]([C@H:9]([C@H:12]([CH3:14])[OH:13])[O:10][CH3:11])[O:7][CH3:8])[CH:4]=[O:5].O[N:16]1[C:20](=[O:21])[CH2:19][CH2:18][C:17]1=[O:22]>C1C=CC=CC=1.C1(C)C=CC(S(O)(=O)=O)=CC=1>[CH3:1][O:2][C@@H:3]1[C@H:6]([O:7][CH3:8])[C@@H:9]([O:10][CH3:11])[C@H:12]([CH3:14])[O:13][C@H:4]1[O:5][N:16]1[C:20](=[O:21])[CH2:19][CH2:18][C:17]1=[O:22]. Reported procedure: To a stirred solution of 2,3,4-tri-O-methyl-L-rhamnose (6.5 g, 31.5 mmol) and N-hydroxysuccinimide (5.4 g, 47 mmol) in 50 mL of benzene was added 50 mg (cat) of p-toluenesulfonic acid. The solution was heated to reflux and water was collected using a Dean-Stark trap. After 4 h, the solution was cooled and the supernatant toluene layer was separated from a small amount of insoluble gum. The organic layer was washed with 20 mL of saturated NaHCO3 solution, then dried over MgSO4 and concentrated to...